The task is: describe an organic reaction: reactants, conditions, products, and yield. This data is from the Open Reaction Database (ORD), a public repository of structured organic reaction records. Reported procedure: Khellinone (400 mg, 1.7 mmol, 0.3 M), K2CO3 (3 eqs) and 1,3-dibromopropane (3 eqs) were reacted according to General Procedure A. The crude product was purified by flash chromatography, eluting with ethyl acetate:petroleum ether (15:85) to afford the title compound as a clear oil (530 mg, 88%). 1H NMR (300 MHz, CDCl3): δ 2.24 (quintet, J=6.2 Hz, 2H), 2.51 (s, 3H), 3.57 (t, J=6.6 Hz, 2H), 3.97 (s, 3H), 4.07 (s, 3H), 4.19 (t, J=6.4 Hz, 2H), 6.86 (d, J=2.2 Hz, 1H), 7.56 (d, J=2.2 Hz, 1H). MS (ES+) ... Starting materials: CC(=O)C1=C(C2=C(C(=C1O)OC)OC=C2)OC (Khellinone), C(=O)([O-])[O-].[K+].[K+] (K2CO3), BrCCCBr (1,3-dibromopropane). Yield: 88.0%. The product is C(C)(=O)C=1C(=C(C2=C(C=CO2)C1OC)OC)OCCCBr (5-Acetyl-6-(3-bromopropoxy)-4,7-dimethoxybenzofuran). Reaction SMILES: [CH3:1][C:2]([C:4]1[C:9]([OH:10])=[C:8]([O:11][CH3:12])[C:7]2[O:13][CH:14]=[CH:15][C:6]=2[C:5]=1[O:16][CH3:17])=[O:3].C([O-])([O-])=O.[K+].[K+].[Br:24][CH2:25][CH2:26][CH2:27]Br>>[C:2]([C:4]1[C:9]([O:10][CH2:27][CH2:26][CH2:25][Br:24])=[C:8]([O:11][CH3:12])[C:7]2[O:13][CH:14]=[CH:15][C:6]=2[C:5]=1[O:16][CH3:17])(=[O:3])[CH3:1] |f:1.2.3|. Starting materials: C(C)(C)(C)OC(=O)C1=NC=C(C=C1[N+](=O)[O-])Br (5-bromo-3-nitro-pyridine-2-carboxylic acid tert-butyl ester), CN(C)C=O (DMF), O (water). The product is C(C)(C)(C)OC(=O)C1=NC=C(C=C1[N+](=O)[O-])C#N (5-Cyano-3-nitro-pyridine-2-carboxylic acid tert-butyl ester). Reagents/catalysts: [C-]#N.[Zn+2].[C-]#N (zinc cyanide), [Zn] (zinc), CC(C)([P](C(C)(C)C)([Pd][P](C(C)(C)C)(C(C)(C)C)C(C)(C)C)C(C)(C)C)C (bis(tri-tert-butylphosphine)palladium(0)). As a reaction SMILES: [C:1]([O:5][C:6]([C:8]1[C:13]([N+:14]([O-:16])=[O:15])=[CH:12][C:11](Br)=[CH:10][N:9]=1)=[O:7])([CH3:4])([CH3:3])[CH3:2].O.[CH3:19][N:20](C=O)C>[C-]#N.[Zn+2].[C-]#N.[Zn].CC(C)([P](C(C)(C)C)([Pd][P](C(C)(C)C)(C(C)(C)C)C(C)(C)C)C(C)(C)C)C>[C:1]([O:5][C:6]([C:8]1[C:13]([N+:14]([O-:16])=[O:15])=[CH:12][C:11]([C:19]#[N:20])=[CH:10][N:9]=1)=[O:7])([CH3:4])([CH3:3])[CH3:2] |f:3.4.5,^1:32,38|. Reported procedure: To a solution of 5-bromo-3-nitro-pyridine-2-carboxylic acid tert-butyl ester (888 mg, 2.93 mmol) in DMF (8.8 ml) was added zinc cyanide (206 mg, 1.76 mmol) and zinc dust (2 mg, 0.03 mmol). The mixture was purged with nitrogen (3 times) bis(tri-tert-butylphosphine)palladium(0) (150 mg, 0.293 mmol) was added and the mixture was heated to 80° C. for 4 h. After cooling to 0° C. water was added and the mixture extracted with EtOAc, the combined organic layers were washed with half saturated aq. NaCl,... Conditions: temperature 80 celsius.